This data is from the Open Reaction Database (ORD), a public repository of structured organic reaction records. The task is: describe an organic reaction: reactants, conditions, products, and yield The reactants are O=[N+]([O-])[O-].[O-][N+]([O-])=O.[O-][N+]([O-])=O.[O-][N+]([O-])=O.[O-][N+]([O-])=O.[O-][N+]([O-])=O.[Ce+4].[NH4+].[NH4+] (CAN), C1(=CC=CC=C1)C1=CC=C(OCCC2CCC3=C(CC2)C(=C(C(=C3OC)OC)OC)OC)C=C1 (7-[2-(4-phenylphenoxy)ethyl]-1,2,3,4-tetramethoxy-6,7,8,9-tetrahydro-5H-benzo[a]cycloheptene), N1=C(C=CC=C1C(=O)O)C(=O)O (2,6-pyridinedicarboxylic acid), C1CCOC1 (THF). Solvent: O (water), O (water), O (water). Conditions: time 15 minute. The product is COC1=C(C(C2=C(CCC(CC2)CCOC2=CC=C(C=C2)C2=CC=CC=C2)C1=O)=O)OC (2,3-Dimethoxy-7-[2-(4-phenylphenoxy)ethyl]-4,5,6,7,8,9-hexahydro-1H-benzo[a]cycloheptene-1,4-dione). Isolated yield 38.4%. RXN SMILES: [C:1]1([C:7]2[CH:34]=[CH:33][C:10]([O:11][CH2:12][CH2:13][CH:14]3[CH2:20][CH2:19][C:18]4[C:21]([O:31]C)=[C:22]([O:29][CH3:30])[C:23]([O:27][CH3:28])=[C:24]([O:25]C)[C:17]=4[CH2:16][CH2:15]3)=[CH:9][CH:8]=2)[CH:6]=[CH:5][CH:4]=[CH:3][CH:2]=1.N1C(C(O)=O)=CC=CC=1C(O)=O.C1COCC1.O=[N+]([O-])[O-].[O-][N+](=O)[O-].[O-][N+](=O)[O-].[O-][N+](=O)[O-].[O-][N+](=O)[O-].[O-][N+](=O)[O-].[Ce+4].[NH4+].[NH4+]>O>[CH3:28][O:27][C:23]1[C:24](=[O:25])[C:17]2[CH2:16][CH2:15][CH:14]([CH2:13][CH2:12][O:11][C:10]3[CH:9]=[CH:8][C:7]([C:1]4[CH:2]=[CH:3][CH:4]=[CH:5][CH:6]=4)=[CH:34][CH:33]=3)[CH2:20][CH2:19][C:18]=2[C:21](=[O:31])[C:22]=1[O:29][CH3:30] |f:3.4.5.6.7.8.9.10.11|. Procedure: To a mixture of 7-[2-(4-phenylphenoxy)ethyl]-1,2,3,4-tetramethoxy-6,7,8,9-tetrahydro-5H-benzo[a]cycloheptene (1.53 g), 2,6-pyridinedicarboxylic acid (1.66 g), THF (60 ml), and water (15 ml) was dropwise added a solution of CAN (7.24 g) in water (15 ml) with cooling with ice. After the reaction mixture was stirred for 15 min, water was added to the reaction mixture, which was extracted with ethyl acetate. The organic layer was washed with water and saturated aqueous sodium chloride, and dried. Th... The reactants are CCO, Cc1cc2c(=O)n(CCN3CCC(Nc4nc5ccccc5n4Cc4ccc(F)cc4)CC3)c(=S)[nH]c2s1, [K+], [OH-], O, OO. Product: Cc1cc2c(=O)n(CCN3CCC(Nc4nc5ccccc5n4Cc4ccc(F)cc4)CC3)c(=O)[nH]c2s1. As a reaction SMILES: [CH3:41][CH2:42][OH:43].[F:1][c:2]1[cH:3][cH:4][c:5]([CH2:8][n:9]2[c:10]([NH:18][CH:19]3[CH2:20][CH2:21][N:22]([CH2:25][CH2:26][n:27]4[c:28](=[S:38])[nH:29][c:30]5[c:31]([c:32]4=[O:33])[cH:34][c:35]([CH3:37])[s:36]5)[CH2:23][CH2:24]3)[n:11][c:12]3[c:13]2[cH:14][cH:15][cH:16][cH:17]3)[cH:6][cH:7]1.[K+:40].[OH-:39].[OH2:46].[OH:44][OH:45]>>[F:1][c:2]1[cH:3][cH:4][c:5]([CH2:8][n:9]2[c:10]([NH:18][CH:19]3[CH2:20][CH2:21][N:22]([CH2:25][CH2:26][n:27]4[c:28](=[O:43])[nH:29][c:30]5[c:31]([c:32]4=[O:33])[cH:34][c:35]([CH3:37])[s:36]5)[CH2:23][CH2:24]3)[n:11][c:12]3[c:13]2[cH:14][cH:15][cH:16][cH:17]3)[cH:6][cH:7]1.